Task: describe an organic reaction: reactants, conditions, products, and yield. Dataset: the Open Reaction Database (ORD), a public repository of structured organic reaction records Reactants: ice, FC=1C=C(CN2C(C=C(C=C2)O)=O)C=CC1 (1-(3-fluorobenzyl)-4-hydroxy-1H-pyridin-2-one), BrBr (bromine). Solvent: CC(=O)O (AcOH), CC(=O)O (AcOH). Reaction conditions: time 5 minute. Yields the product BrC=1C(N(C=CC1O)CC1=CC(=CC=C1)F)=O (3-bromo-1-(3-fluorobenzyl)-4-hydroxy-1H-pyridin-2-one). RXN SMILES: [F:1][C:2]1[CH:3]=[C:4]([CH:14]=[CH:15][CH:16]=1)[CH2:5][N:6]1[CH:11]=[CH:10][C:9]([OH:12])=[CH:8][C:7]1=[O:13].[Br:17]Br>CC(O)=O>[Br:17][C:8]1[C:7](=[O:13])[N:6]([CH2:5][C:4]2[CH:14]=[CH:15][CH:16]=[C:2]([F:1])[CH:3]=2)[CH:11]=[CH:10][C:9]=1[OH:12]. Procedure: To an ice-cold solution of 1-(3-fluorobenzyl)-4-hydroxy-1H-pyridin-2-one (0.67 g, 3.1 mmol) in AcOH (5.7 mL) was added a solution of bromine (0.52 g, 3.24 mmol) in AcOH (10.8 mL), and the reaction mixture was stirred for 5 min. The reaction mixture was warmed to room temperature and concentrated under reduced pressure to afford 3-bromo-1-(3-fluorobenzyl)-4-hydroxy-1H-pyridin-2-one as a yellow solid (1.07 g, crude): 1H NMR (500 MHz, MeOD) δ 7.64 (d, J=8 Hz, 1H), 7.35-7.30 (m, 1H), 7.05-6.90 (m, 3... Starting materials: B, C1CCOC1, COc1ccc2c(c1)CC(=O)N(CCCc1ccccc1)S2(=O)=O, Cl. Yields the product COc1ccc2c(c1)CCN(CCCc1ccccc1)S2(=O)=O. Reaction SMILES: [BH3:1].[CH2:27]1[O:28][CH2:29][CH2:30][CH2:31]1.[CH3:2][O:3][c:4]1[cH:5][cH:6][c:7]2[c:8]([cH:25]1)[CH2:9][C:10](=[O:24])[N:11]([CH2:15][CH2:16][CH2:17][c:18]1[cH:19][cH:20][cH:21][cH:22][cH:23]1)[S:12]2(=[O:13])=[O:14].[ClH:26]>>[CH3:2][O:3][c:4]1[cH:5][cH:6][c:7]2[c:8]([cH:25]1)[CH2:9][CH2:10][N:11]([CH2:15][CH2:16][CH2:17][c:18]1[cH:19][cH:20][cH:21][cH:22][cH:23]1)[S:12]2(=[O:13])=[O:14]. Starting materials: CC=1SC=CC1C(=O)O (2-methyl-3-thiophenecarboxylic acid), C([O-])([O-])=O.[K+].[K+] (potassium carbonate), CI (methyl iodide). The solvent is CC(=O)C (acetone). Reaction conditions: time 20.25 hour. Product: CC=1SC=CC1C(=O)OC (Methyl (2-methyl)3-thiophenecarboxylate). As a reaction SMILES: [CH3:1][C:2]1[S:3][CH:4]=[CH:5][C:6]=1[C:7]([OH:9])=[O:8].[C:10](=O)([O-])[O-].[K+].[K+].CI>CC(C)=O>[CH3:1][C:2]1[S:3][CH:4]=[CH:5][C:6]=1[C:7]([O:9][CH3:10])=[O:8] |f:1.2.3|. Procedure details: To a solution of 3.30 g (23.2 mmol) of 2-methyl-3-thiophenecarboxylic acid in 100 ml of acetone was added 16.04 g (116.1 mmol) of anhydrous potassium carbonate and 16.47 g (7.2 ml, 116.1 mmol) of methyl iodide. The reaction mixture was allowed to stir at room temperature for 20.25 hours. A white precipitate formed. The white precipitate was filtered, washed with ethyl ether and discarded. The filtrate was concentrated in vacuo, partitioned between 250 ml of water and 250 ml of pentane and the la... The reactants are [H-].[H-].[H-].[H-].[Li+].[Al+3] (LiAlH4), OS(=O)(=O)O (H2SO4), IC1=CC=C(C=C1)C1(CCN(CC1)CCC(F)(F)F)C#N (4-(4-iodo-phenyl)-1-(3,3,3-trifluoro-propyl)-piperidine-4-carbonitrile). Solvent: C1CCOC1 (THF). Conditions: temperature 25 celsius, time 1 hour. The product is IC1=CC=C(C=C1)C1(CCN(CC1)CCC(F)(F)F)CN (C-[4-(4-Iodo-phenyl)-1-(3,3,3-trifluoro-propyl)-piperidin-4-yl]-methylamine). The yield is 18.1%. As a reaction SMILES: [H-].[H-].[H-].[H-].[Li+].[Al+3].OS(O)(=O)=O.[I:12][C:13]1[CH:18]=[CH:17][C:16]([C:19]2([C:31]#[N:32])[CH2:24][CH2:23][N:22]([CH2:25][CH2:26][C:27]([F:30])([F:29])[F:28])[CH2:21][CH2:20]2)=[CH:15][CH:14]=1>C1COCC1>[I:12][C:13]1[CH:14]=[CH:15][C:16]([C:19]2([CH2:31][NH2:32])[CH2:24][CH2:23][N:22]([CH2:25][CH2:26][C:27]([F:28])([F:29])[F:30])[CH2:21][CH2:20]2)=[CH:17][CH:18]=1 |f:0.1.2.3.4.5|. Reported procedure: To a solution of LiAlH4 (1 M in THF, 6.5 mL, 6.5 mmol, 3.5 eq.) at 0° C. was added H2SO4 (0.31 mL, 5.58 mmol, 3 eq.) in a drop-wise fashion. The resulting white precipitate was stirred at 25° C. for 1 h. A solution of 4-(4-iodo-phenyl)-1-(3,3,3-trifluoro-propyl)-piperidine-4-carbonitrile (0.761 g, 1.86 mmol, 1 eq.) in THF (6 mL) was added and the mixture was heated at 40° C. for 3 h. The reaction was cooled to 0° C., quenched by addition of H2O (0.25 mL), 1 N NaOH (0.5 mL) and H2O (0.75 mL). The... Reactants: ClC=1C=C(CN)C=CC1Cl (3,4-dichlorobenzylamine), ClC=1C2=C(N=C(N1)C=1C=NC=CC1)SC(=C2)CC (4-chloro-2-(pyridin-3-yl)-6-ethyl-thieno-[2,3-d]-pyrimidine). Yields the product N1=CC(=CC=C1)C=1N=C(C2=C(N1)SC(=C2)CC)NCC2=CC(=C(C=C2)Cl)Cl (2-(pyridin-3-yl)-4-(3,4-dichlorobenzylamino)-6-ethyl-thieno-[2,3-d]-pyrimidine). As a reaction SMILES: [Cl:1][C:2]1[CH:3]=[C:4]([CH:7]=[CH:8][C:9]=1[Cl:10])[CH2:5][NH2:6].Cl[C:12]1[C:13]2[CH:26]=[C:25]([CH2:27][CH3:28])[S:24][C:14]=2[N:15]=[C:16]([C:18]2[CH:19]=[N:20][CH:21]=[CH:22][CH:23]=2)[N:17]=1>>[N:20]1[CH:21]=[CH:22][CH:23]=[C:18]([C:16]2[N:17]=[C:12]([NH:6][CH2:5][C:4]3[CH:7]=[CH:8][C:9]([Cl:10])=[C:2]([Cl:1])[CH:3]=3)[C:13]3[CH:26]=[C:25]([CH2:27][CH3:28])[S:24][C:14]=3[N:15]=2)[CH:19]=1. Procedure details: With the procedure of Example 1, the reaction of 3,4-dichlorobenzylamine with 4-chloro-2-(pyridin-3-yl)-6-ethyl-thieno-[2,3-d]-pyrimidine yields 2-(pyridin-3-yl)-4-(3,4-dichlorobenzylamino)-6-ethyl-thieno-[2,3-d]-pyrimidine.